This data is from the Open Reaction Database (ORD), a public repository of structured organic reaction records. The task is: describe an organic reaction: reactants, conditions, products, and yield Reactants: C1CCOC1, COC(=O)c1cc2cc(O)ccc2s1, CC(C)N1CCC(O)CC1, CC(C)OC(=O)N=NC(=O)OC(C)C, c1ccc(P(c2ccccc2)c2ccccc2)cc1. The product is COC(=O)c1cc2cc(OC3CCN(C(C)C)CC3)ccc2s1. RXN SMILES: [CH2:58]1[O:59][CH2:60][CH2:61][CH2:62]1.[CH3:1][O:2][C:3](=[O:4])[c:5]1[cH:6][c:7]2[c:8]([s:9]1)[cH:10][cH:11][c:12]([OH:14])[cH:13]2.[CH:15]([CH3:16])([CH3:17])[N:18]1[CH2:19][CH2:20][CH:21]([OH:24])[CH2:22][CH2:23]1.[O:44]=[C:45]([O:46][CH:47]([CH3:48])[CH3:49])[N:50]=[N:51][C:52]([O:53][CH:54]([CH3:55])[CH3:56])=[O:57].[c:25]1([P:26]([c:27]2[cH:28][cH:29][cH:30][cH:31][cH:32]2)[c:33]2[cH:34][cH:35][cH:36][cH:37][cH:38]2)[cH:39][cH:40][cH:41][cH:42][cH:43]1>>[CH3:1][O:2][C:3](=[O:4])[c:5]1[cH:6][c:7]2[c:8]([s:9]1)[cH:10][cH:11][c:12]([O:14][CH:21]1[CH2:20][CH2:19][N:18]([CH:15]([CH3:16])[CH3:17])[CH2:23][CH2:22]1)[cH:13]2. Starting materials: C1COCCO1, CCN(C(C)C)C(C)C, O=[N+]([O-])c1cccnc1Cl, O=S(=O)(c1cccc(Cl)c1)C1CCNCC1. The product is O=[N+]([O-])c1cccnc1N1CCC(S(=O)(=O)c2cccc(Cl)c2)CC1. Reaction SMILES: [CH2:36]1[O:37][CH2:38][CH2:39][O:40][CH2:41]1.[CH:27]([N:28]([CH2:29][CH3:30])[CH:31]([CH3:32])[CH3:33])([CH3:34])[CH3:35].[Cl:17][c:18]1[n:19][cH:20][cH:21][cH:22][c:23]1[N+:24](=[O:25])[O-:26].[Cl:1][c:2]1[cH:3][c:4]([S:8](=[O:9])(=[O:10])[CH:11]2[CH2:12][CH2:13][NH:14][CH2:15][CH2:16]2)[cH:5][cH:6][cH:7]1>>[Cl:1][c:2]1[cH:3][c:4]([S:8](=[O:9])(=[O:10])[CH:11]2[CH2:12][CH2:13][N:14]([c:18]3[n:19][cH:20][cH:21][cH:22][c:23]3[N+:24](=[O:25])[O-:26])[CH2:15][CH2:16]2)[cH:5][cH:6][cH:7]1. Starting materials: CC(Cl)c1cccnc1, O=C(O)CCn1nc(C(F)(F)F)cc1C1CC1. Reagents/catalysts: O=C([O-])[O-].[Cs+].[Cs+] (cesium carbonate), [I-].[K+] (potassium iodide). Run in CN(C)C=O (DMF), CN(C)C=O (dmf), CN(C)C=O (DMF). Conditions: temperature 70 celsius, time 16 hour. Yields the product CC(OC(=O)CCn1nc(C(F)(F)F)cc1C1CC1)c1cccnc1. Starting materials: FC=1C(=NC(=C(C#N)C1)N[C@@H](CO)C1=CC=C(C=C1)F)NC1=NNC(=C1)OC(C)C ((R)-5-Fluoro-2-(1-(4-fluorophenyl)-2-hydroxyethylamino)-6-(5-isopropoxy-1H-pyrazol-3-ylamino)nicotinonitrile), CO (MeOH). Reagents/catalysts: [Ni] (Raney nickel). Conditions: time 2 hour. The product is NC(CO)(CO)C1=CC=C(C=C1)F (2-Amino-2-(4-fluorophenyl)propane-1,3-diol). Yield: 61.0%. RXN SMILES: FC1C(NC2C=C(OC(C)C)NN=2)=NC([NH:10][C@H:11]([C:14]2[CH:19]=[CH:18][C:17]([F:20])=[CH:16][CH:15]=2)[CH2:12][OH:13])=C(C=1)C#N.[CH3:31][OH:32]>[Ni]>[NH2:10][C:11]([C:14]1[CH:15]=[CH:16][C:17]([F:20])=[CH:18][CH:19]=1)([CH2:12][OH:13])[CH2:31][OH:32]. Procedure: A suspension of 2-(4-fluorophenyl)-2-nitroproane-1,3-diol (Method 11; 4.5 g, 20.9 mmol) and Raney nickel (0.45 g, 5.23 mmol) in MeOH (50 ml) was degassed and stirred under H2 (48 psi) for 2 hours. The catalyst was removed by filtration. The filtrate was concentrated and recrystallized from hexane:EtOAc (1:1) to give the title compound (2.35 g, 61%) as a white solid. NMR (400 MHz) □ 7.55 (m, 2H), 7.07 (m, 2H), 4.65 (t, J=5.2 Hz, 2H), 3.49 (m, 4H), 1.76 (s, 2H). The reactants are ClCCCOC=1C=C(C=CC1)CC(=O)NC=1SC(=CN1)C(C)C (2-[3-(3-chloropropoxy)phenyl]-N-(5-isopropyl-1,3-thiazol-2-yl)acetamide), N1CCOCC1 (morpholine), [I-].[K+] (potassium iodide). Solvent: CN(C=O)C (dimethylformamide). Reaction conditions: temperature 100 celsius. Yields the product C(C)(C)C1=CN=C(S1)NC(CC1=CC(=CC=C1)OCCCN1CCOCC1)=O (N-(5-isopropyl-1,3-thiazol-2-yl)-2-{3-[3-(4-morpholinyl) propoxy]phenyl}acetamide). Isolated yield 87.0%. As a reaction SMILES: Cl[CH2:2][CH2:3][CH2:4][O:5][C:6]1[CH:7]=[C:8]([CH2:12][C:13]([NH:15][C:16]2[S:17][C:18]([CH:21]([CH3:23])[CH3:22])=[CH:19][N:20]=2)=[O:14])[CH:9]=[CH:10][CH:11]=1.[NH:24]1[CH2:29][CH2:28][O:27][CH2:26][CH2:25]1.[I-].[K+]>CN(C)C=O>[CH:21]([C:18]1[S:17][C:16]([NH:15][C:13](=[O:14])[CH2:12][C:8]2[CH:9]=[CH:10][CH:11]=[C:6]([O:5][CH2:4][CH2:3][CH2:2][N:24]3[CH2:29][CH2:28][O:27][CH2:26][CH2:25]3)[CH:7]=2)=[N:20][CH:19]=1)([CH3:23])[CH3:22] |f:2.3|. Procedure details: A mixture of 2-[3-(3-chloropropoxy)phenyl]-N-(5-isopropyl-1,3-thiazol-2-yl)acetamide (1.00 g, 2.8 mmoles), morpholine (1.24 ml, 14.2 mmoles), potassium iodide (0.24 g, 1.4 mmoles) in anhydrous dimethylformamide (3.5 ml) was heated at 100° C. for 6 hours. The solution was acidified and extracted with ether to eliminate unreacted products; then the solution was basified and extracted with ether. The solvent was evaporated to dryness to give the product as an oily semisolid which was purified by fl... The reactants are COc1cc(Br)c2nc(-c3ccccc3)n(-c3ccc(C)cc3)c2c1, Br, CC(=O)O. Product: Cc1ccc(-n2c(-c3ccccc3)nc3c(Br)cc(O)cc32)cc1. As a reaction SMILES: [Br:1][c:2]1[cH:3][c:4]([O:24][CH3:25])[cH:5][c:6]2[n:7](-[c:17]3[cH:18][cH:19][c:20]([CH3:23])[cH:21][cH:22]3)[c:8](-[c:11]3[cH:12][cH:13][cH:14][cH:15][cH:16]3)[n:9][c:10]12.[BrH:26].[CH3:27][C:28](=[O:29])[OH:30]>>[Br:1][c:2]1[cH:3][c:4]([OH:24])[cH:5][c:6]2[n:7](-[c:17]3[cH:18][cH:19][c:20]([CH3:23])[cH:21][cH:22]3)[c:8](-[c:11]3[cH:12][cH:13][cH:14][cH:15][cH:16]3)[n:9][c:10]12. Starting materials: CS(=O)c1nc(N)nc(-c2ccco2)c1Br, C1CCC2=NCCCN2CC1, C1COCCO1, Oc1ccccc1. The product is Nc1nc(Oc2ccccc2)c(Br)c(-c2ccco2)n1. RXN SMILES: [Br:1][c:2]1[c:3](-[c:12]2[o:13][cH:14][cH:15][cH:16]2)[n:4][c:5]([NH2:11])[n:6][c:7]1[S:8]([CH3:9])=[O:10].[CH2:24]1[CH2:25][CH2:26][C:27]2=[N:32][CH2:31][CH2:30][CH2:29][N:28]2[CH2:33][CH2:34]1.[O:35]1[CH2:36][CH2:37][O:38][CH2:39][CH2:40]1.[OH:17][c:18]1[cH:19][cH:20][cH:21][cH:22][cH:23]1>>[Br:1][c:2]1[c:3](-[c:12]2[o:13][cH:14][cH:15][cH:16]2)[n:4][c:5]([NH2:11])[n:6][c:7]1[O:17][c:18]1[cH:19][cH:20][cH:21][cH:22][cH:23]1.